This data is from the Open Reaction Database (ORD), a public repository of structured organic reaction records. The task is: describe an organic reaction: reactants, conditions, products, and yield Starting materials: [N+](=O)([O-])C1=CC=C(C=C(C(=O)OCC)C)C=C1 (Ethyl 4-nitro-α-methylcinnamate). Reagents/catalysts: [Zn] (zinc). Solvent: C(C)(=O)O (acetic acid). Product: NC1=CC=C(C=C(C(=O)OCC)C)C=C1 (ethyl 4-amino-α-methylcinnamate). Isolated yield 93.8%. As a reaction SMILES: [N+:1]([C:4]1[CH:17]=[CH:16][C:7]([CH:8]=[C:9]([CH3:15])[C:10]([O:12][CH2:13][CH3:14])=[O:11])=[CH:6][CH:5]=1)([O-])=O>C(O)(=O)C.[Zn]>[NH2:1][C:4]1[CH:5]=[CH:6][C:7]([CH:8]=[C:9]([CH3:15])[C:10]([O:12][CH2:13][CH3:14])=[O:11])=[CH:16][CH:17]=1. Procedure details: Ethyl 4-nitro-α-methylcinnamate (11 g) was dissolved in glacial acetic acid (150 ml), and stirred at room temperature. Then, zinc powder (12 g) was added to the above-mentioned solution over a period of about 1 hour. The mixture was stirred at room temperature for 1 day. The insoluble material was removed by filtration and the filtrate was concentrated under reduced pressure. The residue was dissolved in ethyl acetate, washed successively with water, saturated aqueous sodium hydrogen carbonate s... Starting materials: CO, Cl, CC(C)(C)OC(=O)N1CCC(N2CCCCc3cc(NC(=N)c4cccs4)ccc32)CC1. Product: N=C(Nc1ccc2c(c1)CCCCN2C1CCNCC1)c1cccs1. RXN SMILES: [CH3:34][OH:35].[ClH:33].[s:1]1[c:2]([C:6]([NH:7][c:8]2[cH:9][c:10]3[c:11]([cH:30][cH:31]2)[N:12]([CH:17]2[CH2:18][CH2:19][N:20]([C:23]([O:24][C:25]([CH3:26])([CH3:27])[CH3:28])=[O:29])[CH2:21][CH2:22]2)[CH2:13][CH2:14][CH2:15][CH2:16]3)=[NH:32])[cH:3][cH:4][cH:5]1>>[s:1]1[c:2]([C:6]([NH:7][c:8]2[cH:9][c:10]3[c:11]([cH:30][cH:31]2)[N:12]([CH:17]2[CH2:18][CH2:19][NH:20][CH2:21][CH2:22]2)[CH2:13][CH2:14][CH2:15][CH2:16]3)=[NH:32])[cH:3][cH:4][cH:5]1. The reactants are FC(OC=1C=C(C=CC1OC(F)F)C(CC1=CC=NC=C1)C=1C=NC(=CC1)OC1=CC=C(C=C1)[N+](=O)[O-])F (4-{2-[3,4-bis(difluoromethoxy)phenyl]-2-[6-(4-nitrophenoxy)-3-pyridyl]ethyl}pyridine). Reagents/catalysts: [Pd] (Pd/C). The solvent is CCO (EtOH). Reaction conditions: time 20 hour. The product is FC(OC=1C=C(C=CC1OC(F)F)C(CC1=CC=NC=C1)C=1C=NC(=CC1)OC1=CC=C(C=C1)N)F (4-{2-[3,4-bis(difluoromethoxy)phenyl]-2-[6-(4-aminophenoxy)-3-pyridyl]ethyl}pyridine). Yield: 88.6%. As a reaction SMILES: [F:1][CH:2]([F:38])[O:3][C:4]1[CH:5]=[C:6]([CH:14]([C:22]2[CH:23]=[N:24][C:25]([O:28][C:29]3[CH:34]=[CH:33][C:32]([N+:35]([O-])=O)=[CH:31][CH:30]=3)=[CH:26][CH:27]=2)[CH2:15][C:16]2[CH:21]=[CH:20][N:19]=[CH:18][CH:17]=2)[CH:7]=[CH:8][C:9]=1[O:10][CH:11]([F:13])[F:12]>CCO.[Pd]>[F:38][CH:2]([F:1])[O:3][C:4]1[CH:5]=[C:6]([CH:14]([C:22]2[CH:23]=[N:24][C:25]([O:28][C:29]3[CH:30]=[CH:31][C:32]([NH2:35])=[CH:33][CH:34]=3)=[CH:26][CH:27]=2)[CH2:15][C:16]2[CH:17]=[CH:18][N:19]=[CH:20][CH:21]=2)[CH:7]=[CH:8][C:9]=1[O:10][CH:11]([F:13])[F:12]. Procedure: To a solution of 4-{2-[3,4-bis(difluoromethoxy)phenyl]-2-[6-(4-nitrophenoxy)-3-pyridyl]ethyl}pyridine (600 mg, 1.13 mmol) from Example 6, Step 5 in 20 mL EtOH, was added 120 mg of Pd/C 10% and the resulting mixture was stirred 20 h under H2 atmosphere. The reaction was filtered on celite, washed with ethyl acetate and concentrated under reduced pressure. The residue was purified by flash chromatography on silica gel (10% EtOH/Ethyl acetate) to afford the amine as an oil (500 mg, 88%). Reactants: O=C(OCc1ccccc1)N1CCN(c2ccc(N3CCC4(CC3)OCCO4)cc2)CC1, C1COCCO1, O. The product is O=C1CCN(c2ccc(N3CCN(C(=O)OCc4ccccc4)CC3)cc2)CC1. As a reaction SMILES: [CH2:1]([c:2]1[cH:3][cH:4][cH:5][cH:6][cH:7]1)[O:8][C:9](=[O:10])[N:11]1[CH2:12][CH2:13][N:14]([c:17]2[cH:18][cH:19][c:20]([N:23]3[CH2:24][CH2:25][C:26]4([O:27][CH2:30][CH2:29][O:28]4)[CH2:31][CH2:32]3)[cH:21][cH:22]2)[CH2:15][CH2:16]1.[CH2:34]1[O:35][CH2:36][CH2:37][O:38][CH2:39]1.[OH2:33]>>[CH2:1]([c:2]1[cH:3][cH:4][cH:5][cH:6][cH:7]1)[O:8][C:9](=[O:10])[N:11]1[CH2:12][CH2:13][N:14]([c:17]2[cH:18][cH:19][c:20]([N:23]3[CH2:24][CH2:25][C:26](=[O:27])[CH2:31][CH2:32]3)[cH:21][cH:22]2)[CH2:15][CH2:16]1.